This data is from the Open Reaction Database (ORD), a public repository of structured organic reaction records. The task is: describe an organic reaction: reactants, conditions, products, and yield Starting materials: OC(C1CCC=2N(C3=CC=CC=C3C2C1=O)C)C=1N=CN(C1C)C(C1=CC=CC=C1)(C1=CC=CC=C1)C1=CC=CC=C1 (1,2,3,9-tetrahydro-3-[hydroxy[5-methyl-1-(triphenylmethyl)-1H-imidazol-4-yl]methyl]-9-methyl-4H-carbazol-4-one), O.C1(=CC=C(C=C1)S(=O)(=O)O)C (p-toluenesulphonic acid monohydrate), C(C)(=O)O (acetic acid). Yields the product C(\C=C/C(=O)O)(=O)O.CN1C2=CC=CC=C2C=2C(/C(/CCC12)=C/C=1N=CNC1C)=O ((E)-1,2,3,9-Tetrahydro-9-methyl-3-[(5-methyl-1H-imidazol-4-yl)methylene]-4 H-carbazol-4-one maleate). As a reaction SMILES: O[CH:2]([C:18]1[N:19]=[CH:20][N:21](C(C2C=CC=CC=2)(C2C=CC=CC=2)C2C=CC=CC=2)[C:22]=1[CH3:23])[CH:3]1[C:15](=[O:16])[C:14]2[C:13]3[C:8](=[CH:9][CH:10]=[CH:11][CH:12]=3)[N:7]([CH3:17])[C:6]=2[CH2:5][CH2:4]1.O.C1(C)C=CC(S(O)(=O)=[O:51])=CC=1.[C:55]([OH:58])(=[O:57])[CH3:56]>>[C:15]([OH:16])(=[O:51])/[CH:3]=[CH:56]\[C:55]([OH:58])=[O:57].[CH3:17][N:7]1[C:6]2[CH2:5][CH2:4]/[C:3](=[CH:2]\[C:18]3[N:19]=[CH:20][NH:21][C:22]=3[CH3:23])/[C:15](=[O:16])[C:14]=2[C:13]2[C:8]1=[CH:9][CH:10]=[CH:11][CH:12]=2 |f:1.2,4.5|. Procedure: A solution of 1,2,3,9-tetrahydro-3-[hydroxy[5-methyl-1-(triphenylmethyl)-1H-imidazol-4-yl]methyl]-9-methyl-4H-carbazol-4-one (2.7070 g) in glacial acetic acid (100 ml) was treated with p-toluenesulphonic acid monohydrate (10.80 g) and the stirred solution heated at reflux for 4 h. The cool, dark liquid was evaporated, treated with aqueous saturated sodium bicarbonate (250 ml) and extracted into ethyl acetate (4×250 ml). The combined, dried organic extracts were evaporated, and purified by SPCC. ... Starting materials: CCN(C(C)C)C(C)C, CC(C)(C)COC(=O)Cl, OC1CCNCC1. As a reaction SMILES: [CH:8]([N:9]([CH:10]([CH3:11])[CH3:12])[CH2:13][CH3:14])([CH3:15])[CH3:16].[Cl:17][C:18](=[O:19])[O:20][CH2:21][C:22]([CH3:23])([CH3:24])[CH3:25].[OH:1][CH:2]1[CH2:3][CH2:4][NH:5][CH2:6][CH2:7]1>>[OH:1][CH:2]1[CH2:3][CH2:4][N:5]([C:18](=[O:19])[O:20][CH2:21][C:22]([CH3:23])([CH3:24])[CH3:25])[CH2:6][CH2:7]1. The product is CC(C)(C)COC(=O)N1CCC(O)CC1. The reactants are ClC1=CC=C(C(=S)NN)C=C1 (p-chlorothiobenzoic acid hydrazide), N1=CC(=CC=C1)C=O (pyridine-3-aldehyde). Run in C(C)O (ethanol). Conditions: time 1 hour. The product is ClC1=CC=C(C=C1)C=1SC(NN1)C=1C=NC=CC1 (2-(4-chlorophenyl)-5-(pyrid-3-yl)-4,5-dihydro-1,3,4-thiadiazole), compound 1.1. As a reaction SMILES: [Cl:1][C:2]1[CH:11]=[CH:10][C:5]([C:6]([NH:8][NH2:9])=[S:7])=[CH:4][CH:3]=1.[N:12]1[CH:17]=[CH:16][CH:15]=[C:14]([CH:18]=O)[CH:13]=1>C(O)C>[Cl:1][C:2]1[CH:11]=[CH:10][C:5]([C:6]2[S:7][CH:18]([C:14]3[CH:13]=[N:12][CH:17]=[CH:16][CH:15]=3)[NH:9][N:8]=2)=[CH:4][CH:3]=1. Procedure: 39.2 g of p-chlorothiobenzoic acid hydrazide are dissolved in 350 ml of ethanol. Under nitrogen, 21.4 g of pyridine-3-aldehyde (dissolved in 20 ml of ethanol) are added dropwise to this solution. The reaction temperature is kept at 20° C. by cooling. When the addition is complete, the reaction mixture is stirred for 1 hour at reflux temperature and subsequently filtered through finely particulate diatomaceous earth. The filtrate is concentrated to three quarters of its initial volume and the pre...